Dataset: the Open Reaction Database (ORD), a public repository of structured organic reaction records. Task: describe an organic reaction: reactants, conditions, products, and yield Starting materials: CC1CCN(CC1)C1=C(C=CC(=C1)C1CCNCC1)NC(=O)C=1NC=C(C1)C#N (4-cyano-1H-pyrrole-2-carboxylic acid [2-(4-methyl-piperidin-1-yl)-4-piperidin-4-yl-phenyl]-amide), FC(C(=O)O)(F)F (trifluoroacetic acid), C(C1=CN=CC=C1)(=O)Cl (nicotinoyl chloride), C(=O)([O-])[O-].[Na+].[Na+] (Na2CO3). Solvent: CN(C)C=O (DMF), CCOC(=O)C (EtOAc). Run at time 2 day. Yields the product CC1CCN(CC1)C1=C(C=CC(=C1)C1CCN(CC1)C(=O)C=1C=NC=CC1)NC(=O)C=1NC=C(C1)C#N (4-Cyano-1H-pyrrole-2-carboxylic acid {2-(4-methyl-piperidin-1-yl)-4-[1-(pyridine-3-carbonyl)-piperidin-4-yl]-phenyl}-amide). The yield is 98.0%. As a reaction SMILES: [CH3:1][CH:2]1[CH2:7][CH2:6][N:5]([C:8]2[CH:13]=[C:12]([CH:14]3[CH2:19][CH2:18][NH:17][CH2:16][CH2:15]3)[CH:11]=[CH:10][C:9]=2[NH:20][C:21]([C:23]2[NH:24][CH:25]=[C:26]([C:28]#[N:29])[CH:27]=2)=[O:22])[CH2:4][CH2:3]1.FC(F)(F)C(O)=O.[C:37](Cl)(=[O:44])[C:38]1[CH:43]=[CH:42][CH:41]=[N:40][CH:39]=1.C([O-])([O-])=O.[Na+].[Na+]>CN(C=O)C.CCOC(C)=O>[CH3:1][CH:2]1[CH2:7][CH2:6][N:5]([C:8]2[CH:13]=[C:12]([CH:14]3[CH2:19][CH2:18][N:17]([C:37]([C:38]4[CH:39]=[N:40][CH:41]=[CH:42][CH:43]=4)=[O:44])[CH2:16][CH2:15]3)[CH:11]=[CH:10][C:9]=2[NH:20][C:21]([C:23]2[NH:24][CH:25]=[C:26]([C:28]#[N:29])[CH:27]=2)=[O:22])[CH2:4][CH2:3]1 |f:3.4.5|. Reported procedure: A mixture of 4-cyano-1H-pyrrole-2-carboxylic acid [2-(4-methyl-piperidin-1-yl)-4-piperidin-4-yl-phenyl]-amide bis(trifluoroacetic acid salt) (as prepared in Example 35, 25.0 mg, 0.0400 mmol), nicotinoyl chloride (10.8 mg, 0.0600 mmol) and anh Na2CO3 (21.0 mg, 0.200 mmol) in 1 mL of DMF was stirred at RT for 2 days. Treated with 30 mL of EtOAc, the mixture was washed with H2O (3×10 mL), brine (10 mL) and dried (Na2SO4). Removal of the solvent under reduced pressure followed by flash chromatograph... The reactants are C1(=CC=C(C=C1)CO)C1=CC=CC=C1 (4-biphenylmethanol), CN(C)CCN(C)C (TMEDA), C(CCC)[Li] (n-butyllithium), C(#N)[Cu] (CuCN), C(=O)N1CCCCC1 (N-formylpiperidine). Solvent: CCOCC (ether). Reaction conditions: temperature -60 celsius, time 30 minute. Product: OCC1=C(C=C(C=C1)C1=CC=CC=C1)C=O (4-hydroxymethyl-biphenyl-3-carbaldehyde). RXN SMILES: [C:1]1([C:9]2[CH:14]=[CH:13][CH:12]=[CH:11][CH:10]=2)[CH:6]=[CH:5][C:4]([CH2:7][OH:8])=[CH:3][CH:2]=1.CN(CCN(C)C)C.C([Li])CCC.C([Cu])#N.[CH:31](N1CCCCC1)=[O:32]>CCOCC>[OH:8][CH2:7][C:4]1[CH:3]=[CH:2][C:1]([C:9]2[CH:10]=[CH:11][CH:12]=[CH:13][CH:14]=2)=[CH:6][C:5]=1[CH:31]=[O:32]. Reported procedure: To a solution of 4-biphenylmethanol (0.368 g, 2 mmol) in ether (25 mL) and TMEDA (1.21 mL, 8 mmol), at 0° C. was added n-butyllithium (2.5N hexanes; 3.2 mL, 8 mmol). The solution was then heated at reflux for 1 h, cooled to -60° C. and CuCN (0.2 g, 2.2 mmol) added. After 30 minutes, the solution was cooled to -78° C. and N-formylpiperidine (1.11 mL, 10 mmol) was then added dropwise and stirring was continued for 1 h. The mixture was then warmed to -10° C., quenched with saturated NH4Cl, extracte... The reactants are C[C@@]1(C(C=CC=C1)CCCCBr)S(=O)(=O)N ((R)-1-methyl-4-bromobutyl-benzenesulfonamide), [S-]CC.[Na+] (sodium thioethoxide). Solvent: O1CCCC1 (tetrahydrofuran). Conditions: temperature 22 celsius, time 8 hour. The product is C1(=CC=CC=C1)S(=O)(=O)N (benzenesulfonamide). The yield is 87.0%. As a reaction SMILES: C[C@@:2]1([S:13]([NH2:16])(=[O:15])=[O:14])[CH:7]=[CH:6][CH:5]=[CH:4][CH:3]1CCCCBr.[S-]CC.[Na+]>O1CCCC1>[C:2]1([S:13]([NH2:16])(=[O:15])=[O:14])[CH:7]=[CH:6][CH:5]=[CH:4][CH:3]=1 |f:1.2|. Procedure: To a solution of 4-chloro-N-[5-chloro-2-(acetoxymethyl)phenyl]-N-[(R)-1-methyl-4-bromobutyl-benzenesulfonamide (0.650 g, 1.24 mmol) in tetrahydrofuran (2 mL) was added sodium thioethoxide (0.115 g, 1.36 mmol) under nitrogen at 0° C. The mixture was stirred overnight at 22° C. The mixture was quenched with 2M NaOH (3 mL), extracted with ethyl ether (2×20 mL), dried over Na2SO4, and filtered. The organic solvent was concentrated under reduced pressure. Silica gel chromatography (1:9 ethyl acetate:... The reactants are C(C)(C)(C)OC(=O)N1CCC(CC1)CN([C@H]1C(NCCC(C1)(F)F)=O)S(=O)(=O)C1=CC=C(C=C1)Cl (4-{[(4-Chloro-benzenesulfonyl)-((R)-5,5-difluoro-2-oxo-azepan-3-yl)-amino]-methyl}-piperidine-1-carboxylic acid tert-butyl ester). Run in FC(C(=O)O)(F)F (trifluoroacetic acid), ClCCl (dichloromethane). Conditions: time 8 hour. The product is ClC1=CC=C(C=C1)S(=O)(=O)N(CC1CCNCC1)[C@H]1C(NCCC(C1)(F)F)=O (4-chloro-N-((R)-5,5-difluoro-2-oxo-azepan-3-yl)-N-piperidin-4-ylmethyl-benzenesulfonamide). Yield: 91.8%. RXN SMILES: C(OC([N:8]1[CH2:13][CH2:12][CH:11]([CH2:14][N:15]([S:26]([C:29]2[CH:34]=[CH:33][C:32]([Cl:35])=[CH:31][CH:30]=2)(=[O:28])=[O:27])[C@@H:16]2[CH2:22][C:21]([F:24])([F:23])[CH2:20][CH2:19][NH:18][C:17]2=[O:25])[CH2:10][CH2:9]1)=O)(C)(C)C>FC(F)(F)C(O)=O.ClCCl>[Cl:35][C:32]1[CH:33]=[CH:34][C:29]([S:26]([N:15]([C@@H:16]2[CH2:22][C:21]([F:24])([F:23])[CH2:20][CH2:19][NH:18][C:17]2=[O:25])[CH2:14][CH:11]2[CH2:10][CH2:9][NH:8][CH2:13][CH2:12]2)(=[O:27])=[O:28])=[CH:30][CH:31]=1. Procedure: 4-{[(4-Chloro-benzenesulfonyl)-((R)-5,5-difluoro-2-oxo-azepan-3-yl)-amino]-methyl}-piperidine-1-carboxylic acid tert-butyl ester (0.105 g, 0.2 mmol) was dissolved in a mixture of trifluoroacetic acid and dichloromethane (1:1) and stirred overnight. After extraction with aqueous sodium bicarbonate solution the organic layer was dried (MgSO4) and evaporated to yield 80 mg (94%) of 4-chloro-N-((R)-5,5-difluoro-2-oxo-azepan-3-yl)-N-piperidin-4-ylmethyl-benzenesulfonamide; The reactants are COC(=O)C(C)(C)N=C=O, Nc1cc(Cl)c(F)c(Cl)c1, CC1(C)NC(=O)N(c2cc(Cl)c(F)c(Cl)c2)C1=O. The product is COC(=O)C(C)(C)NC(=O)Nc1cc(Cl)c(F)c(Cl)c1. As a reaction SMILES: [CH3:29][O:30][C:31]([C:32]([CH3:33])([CH3:34])[N:35]=[C:36]=[O:37])=[O:38].[Cl:19][c:20]1[cH:21][c:22]([NH2:23])[cH:24][c:25]([Cl:28])[c:26]1[F:27].[Cl:1][c:2]1[cH:3][c:4]([N:5]2[C:6](=[O:7])[C:8]([CH3:9])([CH3:10])[NH:11][C:12]2=[O:13])[cH:14][c:15]([Cl:16])[c:17]1[F:18]>>[Cl:19][c:20]1[cH:21][c:22]([NH:23][C:36]([NH:35][C:32]([C:31]([O:30][CH3:29])=[O:38])([CH3:33])[CH3:34])=[O:37])[cH:24][c:25]([Cl:28])[c:26]1[F:27]. The reactants are C(C)(C)OC=1C(C(C1[Sn](CCCC)(CCCC)CCCC)=O)=O (3-isopropoxy-4-(tri-n-butylstannyl)-3-cyclobutene-1,2-dione), FC(C1=CC=C(C=C1)I)(F)F (4-trifluoromethyl-iodobenzene), benzylchlorobis(triphenylphos-phine)palladium (II), cuprous iodide. Product: C(C)(C)OC=1C(C(C1C1=CC=C(C=C1)C(F)(F)F)=O)=O (3-isopropoxy-4-(4-trifluoromethyl-phenyl)-cyclobut-3-ene-1,2-dione). Yield: 49.3%. RXN SMILES: [CH:1]([O:4][C:5]1[C:6](=[O:23])[C:7](=[O:22])[C:8]=1[Sn](CCCC)(CCCC)CCCC)([CH3:3])[CH3:2].[F:24][C:25]([F:34])([F:33])[C:26]1[CH:31]=[CH:30][C:29](I)=[CH:28][CH:27]=1>>[CH:1]([O:4][C:5]1[C:6](=[O:23])[C:7](=[O:22])[C:8]=1[C:29]1[CH:30]=[CH:31][C:26]([C:25]([F:34])([F:33])[F:24])=[CH:27][CH:28]=1)([CH3:2])[CH3:3]. Reported procedure: In a manner similar to Example 9, Step 1, 3-isopropoxy-4-(tri-n-butylstannyl)-3-cyclobutene-1,2-dione (3.00 g, 6.99 mmol), 4-trifluoromethyl-iodobenzene (2.09 g, 7.69 mmol), benzylchlorobis(triphenylphos-phine)palladium (II) (0.318 g, 0.419 mmol) and cuprous iodide (0.12 g, 0.629 mmol) were reacted together to give 0.98 g (45%) of 3-isopropoxy-4-(4-trifluoromethyl-phenyl)-cyclobut-3-ene-1,2-dione which was of sufficient purity to use in the next step.